This data is from the Open Reaction Database (ORD), a public repository of structured organic reaction records. The task is: describe an organic reaction: reactants, conditions, products, and yield Product: NC1=CC=CC=2C(C3=CC=CC=C3C(C12)=O)=O (1-aminoanthraquinone). RXN SMILES: [NH2:1][C:2]1[C:15]2[CH2:14][C:13]3[C:8](=[CH:9][CH:10]=[CH:11][CH:12]=3)[C:7](=[O:16])[C:6]=2[CH:5]=[CH:4][CH:3]=1.S(=O)(=O)(O)[OH:18].[OH-].[Na+].OO>O>[NH2:1][C:2]1[C:15]2[C:14](=[O:18])[C:13]3[C:8](=[CH:9][CH:10]=[CH:11][CH:12]=3)[C:7](=[O:16])[C:6]=2[CH:5]=[CH:4][CH:3]=1 |f:2.3|. Procedure details: 200 g of a paste which contains 95 g of 4-aminoanthrone and also contains sulphuric acid, and which is obtained in accordance with the instructions of Example 2, are suspended in 1 l of water and neutralized with concentrated sodium hydroxide solution, and the 4-aminoanthrone is filtered off. It is equally possible to start from the corresponding amount of 4-aminoanthrone which has been obtained according to Example 5 or 6. The 4-aminoanthrone is now stirred into 1 l of water, 150 ml of potassiu... Starting materials: NC1=CC=CC=2C(C3=CC=CC=C3CC12)=O (4-aminoanthrone), NC1=CC=CC=2C(C3=CC=CC=C3CC12)=O (4-aminoanthrone), potassium waterglass, S(O)(O)(=O)=O (sulphuric acid), [OH-].[Na+] (sodium hydroxide), OO (hydrogen peroxide). Run in O (water), O (water). Conditions: temperature 60 celsius, time 3 hour. Starting materials: C(C1=CC=CC=C1)OC(=O)N1CC2=C(CC1)N=C(S2)C2=CC=C(C=C2)OC (2-(4-Methoxy-phenyl)-6,7-dihydro-4H-thiazolo[5,4-c]pyridine-5-carboxylic acid benzyl ester), B(Br)(Br)Br (boron tribromide). Run in C(C)O (ethanol). Run at temperature -78 celsius, time 16 hour. The product is N1=C(SC=2CNCCC21)C2=CC=C(C=C2)O (4-(4,5,6,7-Tetrahydro-thiazolo[5,4-c]pyridine-2-yl)-phenol). Reaction SMILES: C(OC([N:11]1[CH2:16][CH2:15][C:14]2[N:17]=[C:18]([C:20]3[CH:25]=[CH:24][C:23]([O:26]C)=[CH:22][CH:21]=3)[S:19][C:13]=2[CH2:12]1)=O)C1C=CC=CC=1.B(Br)(Br)Br>C(O)C>[N:17]1[C:14]2[CH2:15][CH2:16][NH:11][CH2:12][C:13]=2[S:19][C:18]=1[C:20]1[CH:25]=[CH:24][C:23]([OH:26])=[CH:22][CH:21]=1. Reported procedure: Compound 504 (18.0 g, 47.3 mmol) was dissolved in ethanol (300 ml). To the cooled (−78° C.) solution was added boron tribromide (5 eg, 236 mmol) dropwise. After one hour cooling was removed and the mixture was stirred 16 hrs at room temperature. The reaction was quenched with MeOH, the mixture was concentrated in vacuo to give compound 505 as an oil which was used in the next step without further purification. Starting materials: CCOC(=O)CSCCCCc1cccc2cncn12, CCO, [Na+], [OH-]. Product: O=C(O)CSCCCCc1cccc2cncn12. RXN SMILES: [CH2:1]([CH3:2])[O:3][C:4](=[O:5])[CH2:6][S:7][CH2:8][CH2:9][CH2:10][CH2:11][c:12]1[cH:13][cH:14][cH:15][c:16]2[n:17]1[cH:18][n:19][cH:20]2.[CH3:21][CH2:22][OH:23].[Na+:25].[OH-:24]>>[O:3]=[C:4]([OH:5])[CH2:6][S:7][CH2:8][CH2:9][CH2:10][CH2:11][c:12]1[cH:13][cH:14][cH:15][c:16]2[n:17]1[cH:18][n:19][cH:20]2. Starting materials: CCCC(=O)OCC1CO1, C1CCOC1, CSc1ccc(N)cc1, Cc1csc(N2CC(CO)OC2=O)c1, Oc1ccon1, c1ccc(P(c2ccccc2)c2ccccc2)cc1. Yields the product Cc1csc(N2CC(COc3ccon3)OC2=O)c1. As a reaction SMILES: [C:24]([O:25][CH2:26][CH:27]1[O:28][CH2:29]1)(=[O:30])[CH2:31][CH2:32][CH3:33].[CH2:59]1[O:60][CH2:61][CH2:62][CH2:63]1.[CH3:15][S:16][c:17]1[cH:18][cH:19][c:20]([NH2:21])[cH:22][cH:23]1.[OH:1][CH2:2][CH:3]1[CH2:4][N:5]([c:9]2[s:10][cH:11][c:12]([CH3:14])[cH:13]2)[C:6](=[O:8])[O:7]1.[OH:34][c:35]1[n:36][o:37][cH:38][cH:39]1.[c:40]1([P:41]([c:42]2[cH:43][cH:44][cH:45][cH:46][cH:47]2)[c:48]2[cH:49][cH:50][cH:51][cH:52][cH:53]2)[cH:54][cH:55][cH:56][cH:57][cH:58]1>>[O:1]([CH2:2][CH:3]1[CH2:4][N:5]([c:9]2[s:10][cH:11][c:12]([CH3:14])[cH:13]2)[C:6](=[O:8])[O:7]1)[c:35]1[n:36][o:37][cH:38][cH:39]1. Starting materials: BrC=1C=C2C(=CC1)OC=1C(=NC(=CC1[C@@]21N=C(OC1)N)Cl)F ((S)-7-bromo-3-chloro-1-fluoro-5′H-spiro[chromeno[2,3-c]pyridine-5,4′-oxazol]-2′-amine), N1=CC(=CC=C1)B(O)O (pyridin-3-ylboronic acid), C(#CC)C=1C=C(C=NC1)B(O)O (5-(prop-1-ynyl)pyridin-3-ylboronic acid). The product is FC1=NC(=CC2=C1OC1=CC=C(C=C1[C@]21N=C(OC1)N)C=1C=NC=C(C1)C#CC)C=1C=NC=CC1 ((S)-1-fluoro-7-(5-(prop-1-ynyl)pyridin-3-yl)-3-(pyridin-3-yl)-5′H-spiro[chromeno[2,3-c]pyridine-5,4′-oxazol]-2′-amine). Reaction SMILES: Br[C:2]1[CH:3]=[C:4]2[C@@:15]3([CH2:19][O:18][C:17]([NH2:20])=[N:16]3)[C:14]3[CH:13]=[C:12](Cl)[N:11]=[C:10]([F:22])[C:9]=3[O:8][C:5]2=[CH:6][CH:7]=1.[N:23]1[CH:28]=[CH:27][CH:26]=[C:25](B(O)O)[CH:24]=1.[C:32]([C:35]1[CH:36]=[C:37](B(O)O)[CH:38]=[N:39][CH:40]=1)#[C:33][CH3:34]>>[F:22][C:10]1[C:9]2[O:8][C:5]3[C:4]([C@@:15]4([CH2:19][O:18][C:17]([NH2:20])=[N:16]4)[C:14]=2[CH:13]=[C:12]([C:25]2[CH:24]=[N:23][CH:28]=[CH:27][CH:26]=2)[N:11]=1)=[CH:3][C:2]([C:37]1[CH:38]=[N:39][CH:40]=[C:35]([C:32]#[C:33][CH3:34])[CH:36]=1)=[CH:7][CH:6]=3. Procedure: The titled compound was synthesized by steps analogous to those described in method A1 above, but using (S)-7-bromo-3-chloro-1-fluoro-5′H-spiro[chromeno[2,3-c]pyridine-5,4′-oxazol]-2′-amine (prepared as described in Method BB33), pyridin-3-ylboronic acid and 5-(prop-1-ynyl)pyridin-3-ylboronic acid Reactants: Cc1ccc2c(=O)c(OC(=O)c3ccccc3)cn(C)c2c1, C1CCNCC1, ClCCl. Product: Cc1ccc2c(=O)c(O)cn(C)c2c1. Reaction SMILES: [C:1](=[O:2])([c:3]1[cH:4][cH:5][cH:6][cH:7][cH:8]1)[O:9][c:10]1[cH:11][n:12]([CH3:22])[c:13]2[cH:14][c:15]([CH3:21])[cH:16][cH:17][c:18]2[c:19]1=[O:20].[CH2:23]1[CH2:24][CH2:25][NH:26][CH2:27][CH2:28]1.[Cl:29][CH2:30][Cl:31]>>[OH:9][c:10]1[cH:11][n:12]([CH3:22])[c:13]2[cH:14][c:15]([CH3:21])[cH:16][cH:17][c:18]2[c:19]1=[O:20]. Reaction SMILES: [C:1]([CH3:2])([CH3:3])([CH3:4])[O:5][C:6](=[O:7])[N:8]([CH:9]([CH3:10])[c:11]1[cH:12][cH:13][cH:14][c:15]2[cH:16][cH:17][cH:18][cH:19][c:20]12)[CH2:21][CH:22]1[CH2:23][N:24]([C:33]([CH2:34][CH2:35][CH2:36][CH2:37][C:38](=[O:39])[O:40][CH3:41])=[O:42])[CH2:25][CH:26]1[c:27]1[cH:28][cH:29][cH:30][cH:31][cH:32]1.[CH3:45][OH:46].[Na+:44].[OH-:43]>>[C:1]([CH3:2])([CH3:3])([CH3:4])[O:5][C:6](=[O:7])[N:8]([CH:9]([CH3:10])[c:11]1[cH:12][cH:13][cH:14][c:15]2[cH:16][cH:17][cH:18][cH:19][c:20]12)[CH2:21][CH:22]1[CH2:23][N:24]([C:33]([CH2:34][CH2:35][CH2:36][CH2:37][C:38](=[O:39])[OH:40])=[O:42])[CH2:25][CH:26]1[c:27]1[cH:28][cH:29][cH:30][cH:31][cH:32]1. Reactants: COC(=O)CCCCC(=O)N1CC(CN(C(=O)OC(C)(C)C)C(C)c2cccc3ccccc23)C(c2ccccc2)C1, CO, [Na+], [OH-]. Yields the product CC(c1cccc2ccccc12)N(CC1CN(C(=O)CCCCC(=O)O)CC1c1ccccc1)C(=O)OC(C)(C)C.